This data is from the Open Reaction Database (ORD), a public repository of structured organic reaction records. The task is: describe an organic reaction: reactants, conditions, products, and yield Reactants: C1(O)=CC(O)=CC=C1 (resorcinol), BrC(C(=O)O)C (2-bromopropionic acid), O=P12OP3(=O)OP(=O)(O1)OP(=O)(O2)O3 (P2O5). Run in CS(=O)(=O)O (methanesulfonic acid). Conditions: temperature 80 celsius, time 30 minute. The product is OC1=CC2=C(C(C(O2)C)=O)C=C1 (6-Hydroxy-2-methyl-1-benzofuran-3(2H)-one). Reaction SMILES: [C:1]1([CH:8]=[CH:7][CH:6]=[C:4]([OH:5])[CH:3]=1)[OH:2].Br[CH:10]([CH3:14])[C:11](O)=[O:12].O=P12OP3(OP(OP(O3)(O1)=O)(=O)O2)=O>CS(O)(=O)=O>[OH:2][C:1]1[CH:8]=[CH:7][C:6]2[C:11](=[O:12])[CH:10]([CH3:14])[O:5][C:4]=2[CH:3]=1. Procedure details: To a stirred solution of resorcinol (5.5 g, 50 mmol) in methanesulfonic acid (75 mL) was added 2-bromopropionic acid (4.7 mL, 50 mmol) and P2O5 (4.0 g, 28 mmol). The resulting mixture was stirred for 30 min at 80° C. After cooling to room temperature, the reaction mixture was poured onto ice and extracted with chloroform (2×). The combined organic extracts were washed with brine, dried with sodium sulfate, and concentrated. The orange colored crude product (˜12 g) was carefully taken up into aqu... Starting materials: COC(=N)N[N+](=O)[O-], Cl, NCc1cnc(Cl)s1, [Na+], [OH-], O. Product: COC(=N[N+](=O)[O-])NCc1cnc(Cl)s1. As a reaction SMILES: [CH3:10][O:11][C:12]([NH:13][N+:14](=[O:15])[O-:16])=[NH:17].[ClH:9].[NH2:1][CH2:2][c:3]1[cH:4][n:5][c:6]([Cl:8])[s:7]1.[Na+:19].[OH-:18].[OH2:20]>>[NH:1]([CH2:2][c:3]1[cH:4][n:5][c:6]([Cl:8])[s:7]1)[C:12]([O:11][CH3:10])=[N:13][N+:14](=[O:15])[O-:16]. Reactants: C(C1=CC=CC=C1)(=O)CC(=S)NCC(=O)NCC(=O)NCC(=O)O ((2-benzoylthioacetyl)glycylglycylglycine), C1(CCCCC1)N=C=NC1CCCCC1 (dicyclohexylcarbodiimide), ON1C(CCC1=O)=O (N-hydroxysuccinimide). Run in CN(C=O)C (dimethylforamide). Reaction conditions: time 24 hour. The product is C(C1=CC=CC=C1)(=O)CC(=S)NCC(=O)NCC(=O)NCC(=O)ON1C(CCC1=O)=O (succinimidyl (2-benzoylthioacetyl)glycylglycylglycinate). As a reaction SMILES: [C:1]([CH2:9][C:10]([NH:12][CH2:13][C:14]([NH:16][CH2:17][C:18]([NH:20][CH2:21][C:22]([OH:24])=[O:23])=[O:19])=[O:15])=[S:11])(=[O:8])[C:2]1[CH:7]=[CH:6][CH:5]=[CH:4][CH:3]=1.C1(N=C=NC2CCCCC2)CCCCC1.O[N:41]1[C:45](=[O:46])[CH2:44][CH2:43][C:42]1=[O:47]>CN(C)C=O>[C:1]([CH2:9][C:10]([NH:12][CH2:13][C:14]([NH:16][CH2:17][C:18]([NH:20][CH2:21][C:22]([O:24][N:41]1[C:45](=[O:46])[CH2:44][CH2:43][C:42]1=[O:47])=[O:23])=[O:19])=[O:15])=[S:11])(=[O:8])[C:2]1[CH:3]=[CH:4][CH:5]=[CH:6][CH:7]=1. Procedure details: To a solution of 1.0 g of (2-benzoylthioacetyl)glycylglycylglycine (2.72 mmol) in 10 mL of dimethylforamide was added 0.56 g of dicyclohexylcarbodiimide (2.72 mmol) and 0.31 g of N-hydroxysuccinimide (2.72 mmol). The solution was stirred at room temperature for 24 hours. The resultant white solid was filtered off. The solvent was removed from the filtrate by rotary evaporator (vacuum pump, 35.) to give the product as a yellow semisolid. This solid was dried under vacuum overnight. The product wa... Reactants: C(CCCCCCCCCCCCCCCCC)C1C(=O)N(C(C1)=O)C1=C(C=C(C=C1)[N+](=O)[O-])O (2-octadecylsuccinimido-5-nitro-phenol), [H][H] (hydrogen). The reagents and catalysts are [Pd] (palladium/carbon), [Pd] (palladium/carbon). Run in C(C)O (ethanol). Product: C(CCCCCCCCCCCCCCCCC)C1C(=O)N(C(C1)=O)C1=C(C=C(C=C1)N)O (2-octadecylsuccinimido-5-amino-phenol). Reaction SMILES: [CH2:1]([CH:19]1[CH2:24][C:23](=[O:25])[N:22]([C:26]2[CH:31]=[CH:30][C:29]([N+:32]([O-])=O)=[CH:28][C:27]=2[OH:35])[C:20]1=[O:21])[CH2:2][CH2:3][CH2:4][CH2:5][CH2:6][CH2:7][CH2:8][CH2:9][CH2:10][CH2:11][CH2:12][CH2:13][CH2:14][CH2:15][CH2:16][CH2:17][CH3:18].[H][H]>C(O)C.[Pd]>[CH2:1]([CH:19]1[CH2:24][C:23](=[O:25])[N:22]([C:26]2[CH:31]=[CH:30][C:29]([NH2:32])=[CH:28][C:27]=2[OH:35])[C:20]1=[O:21])[CH2:2][CH2:3][CH2:4][CH2:5][CH2:6][CH2:7][CH2:8][CH2:9][CH2:10][CH2:11][CH2:12][CH2:13][CH2:14][CH2:15][CH2:16][CH2:17][CH3:18]. Procedure: In 2 liters of ethanol were suspended 150 g of 2-octadecylsuccinimido-5-nitro-phenol and 7.5 g of palladium/carbon were added to the suspension, which was subjected to catalytic reduction with hydrogen gas at room temperature under normal pressure. After about 10 hours of reaction period of time, palladium/carbon was filtered off and ethanol was removed by distillation. The residue was recrystallized from benzene to give white powdery crystal melting at 85°-90° C. in the yield of 90 g. Reactants: O1COC2=C1C=CC(=C2)CN2C(C1=CC=C(C=C1C(=C2C(=O)O)C2=CC=CC=C2)Br)=O (2-(benzo[1,3]dioxol-5-ylmethyl)-6-bromo-1-oxo-4-phenyl-1,2-dihydroisoquinoline-3-carboxylic acid), C1(CCCCC1)N (cyclohexylamine), crystals. Yields the product C1(CCCCC1)NC(=O)C=1N(C(C2=CC=C(C=C2C1C1=CC=CC=C1)Br)=O)CC1=CC2=C(OCO2)C=C1 (2-(benzo[1,3]dioxol-5-ylmethyl)-6-bromo-1-oxo-4-phenyl-1,2-dihydroisoquinoline-3-carboxylic acid cyclohexylamide). As a reaction SMILES: [O:1]1[C:5]2[CH:6]=[CH:7][C:8]([CH2:10][N:11]3[C:20]([C:21](O)=[O:22])=[C:19]([C:24]4[CH:29]=[CH:28][CH:27]=[CH:26][CH:25]=4)[C:18]4[C:13](=[CH:14][CH:15]=[C:16]([Br:30])[CH:17]=4)[C:12]3=[O:31])=[CH:9][C:4]=2[O:3][CH2:2]1.[CH:32]1([NH2:38])[CH2:37][CH2:36][CH2:35][CH2:34][CH2:33]1>>[CH:32]1([NH:38][C:21]([C:20]2[N:11]([CH2:10][C:8]3[CH:7]=[CH:6][C:5]4[O:1][CH2:2][O:3][C:4]=4[CH:9]=3)[C:12](=[O:31])[C:13]3[C:18]([C:19]=2[C:24]2[CH:29]=[CH:28][CH:27]=[CH:26][CH:25]=2)=[CH:17][C:16]([Br:30])=[CH:15][CH:14]=3)=[O:22])[CH2:37][CH2:36][CH2:35][CH2:34][CH2:33]1. Procedure details: The present compound was synthesized by a method similar to that in Example 249 and using 2-(benzo[1,3]dioxol-5-ylmethyl)-6-bromo-1-oxo-4-phenyl-1,2-dihydroisoquinoline-3-carboxylic acid (200 mg) and cyclohexylamine. Colorless crystals (130 mg). Reactants: Cl.COC([C@H]1N(C[C@@H](C1)N)C(=O)OC(C)(C)C)=O (N-Boc-trans-4-amino-L-proline methyl ester hydrochloride), ClC1=CC=C(S1)C(=O)O (5-chlorothiophene-2-carboxylic acid). Reported procedure: 11.1 Using general procedure D N-Boc-trans-4-amino-L-proline methyl ester hydrochloride was coupled with 5-chlorothiophene-2-carboxylic acid to give (2S,4R)-4-[(5-chloro-thiophene-2-carbonyl)-amino]-pyrrolidine-1,2-dicarboxylic acid 1-tert-butyl ester 2-methyl ester. White solid. MS 389.4 ([M+H]+) RXN SMILES: Cl.[CH3:2][O:3][C:4](=[O:18])[C@@H:5]1[CH2:9][C@@H:8]([NH2:10])[CH2:7][N:6]1[C:11]([O:13][C:14]([CH3:17])([CH3:16])[CH3:15])=[O:12].[Cl:19][C:20]1[S:24][C:23]([C:25](O)=[O:26])=[CH:22][CH:21]=1>>[CH3:2][O:3][C:4]([C@@H:5]1[CH2:9][C@@H:8]([NH:10][C:25]([C:23]2[S:24][C:20]([Cl:19])=[CH:21][CH:22]=2)=[O:26])[CH2:7][N:6]1[C:11]([O:13][C:14]([CH3:15])([CH3:17])[CH3:16])=[O:12])=[O:18] |f:0.1|. Yields the product COC(=O)[C@H]1N(C[C@@H](C1)NC(=O)C=1SC(=CC1)Cl)C(=O)OC(C)(C)C ((2S,4R)-4-[(5-chloro-thiophene-2-carbonyl)-amino]-pyrrolidine-1,2-dicarboxylic acid 1-tert-butyl ester 2-methyl ester).